From a dataset of the Open Reaction Database (ORD), a public repository of structured organic reaction records. describe an organic reaction: reactants, conditions, products, and yield The reactants are Cl (HCl), CN(C(CCCC=CC1=CC=C(C=C1)C1N(C(C1CCC(C1=CC=C(C=C1)F)O[Si](C)(C)C(C)(C)C)=O)C1=CC=C(C=C1)F)=O)CC(C(C(C(CO)O)O)O)O (N-methyl-N-(2,3,4,5,6-pentahydroxyhexyl)-6-{4-[3-[3-(tert-butyldimethylsilanyloxy)-3-(4-fluorophenyl)propyl]-1-(4-fluorophenyl)-4-oxoazetidin-2-yl]phenyl}hex-5-enamide), [OH-].[Na+] (sodium hydroxide). The solvent is CO (methanol). Run at time 8 hour. Yields the product CN(C(CCCC=CC1=CC=C(C=C1)C1N(C(C1CCC(O)C1=CC=C(C=C1)F)=O)C1=CC=C(C=C1)F)=O)CC(C(C(C(CO)O)O)O)O (N-methyl-N-(2,3,4,5,6-pentahydroxyhexyl)-6-(4-{1-(4-fluorophenyl)-3-[3-(4-fluorophenyl)-3-hydroxypropyl]-4-oxoazetidin-2-yl}phenyl)hex-5-enamide). Reaction SMILES: [CH3:1][N:2]([CH2:46][CH:47]([OH:56])[CH:48]([OH:55])[CH:49]([OH:54])[CH:50]([OH:53])[CH2:51][OH:52])[C:3](=[O:45])[CH2:4][CH2:5][CH2:6][CH:7]=[CH:8][C:9]1[CH:14]=[CH:13][C:12]([CH:15]2[CH:18]([CH2:19][CH2:20][CH:21]([O:29][Si](C(C)(C)C)(C)C)[C:22]3[CH:27]=[CH:26][C:25]([F:28])=[CH:24][CH:23]=3)[C:17](=[O:37])[N:16]2[C:38]2[CH:43]=[CH:42][C:41]([F:44])=[CH:40][CH:39]=2)=[CH:11][CH:10]=1.Cl.[OH-].[Na+]>CO>[CH3:1][N:2]([CH2:46][CH:47]([OH:56])[CH:48]([OH:55])[CH:49]([OH:54])[CH:50]([OH:53])[CH2:51][OH:52])[C:3](=[O:45])[CH2:4][CH2:5][CH2:6][CH:7]=[CH:8][C:9]1[CH:10]=[CH:11][C:12]([CH:15]2[CH:18]([CH2:19][CH2:20][CH:21]([C:22]3[CH:27]=[CH:26][C:25]([F:28])=[CH:24][CH:23]=3)[OH:29])[C:17](=[O:37])[N:16]2[C:38]2[CH:39]=[CH:40][C:41]([F:44])=[CH:42][CH:43]=2)=[CH:13][CH:14]=1 |f:2.3|. Procedure details: 70 mg of N-methyl-N-(2,3,4,5,6-pentahydroxyhexyl)-6-{4-[3-[3-(tert-butyldimethylsilanyloxy)-3-(4-fluorophenyl)propyl]-1-(4-fluorophenyl)-4-oxoazetidin-2-yl]phenyl}hex-5-enamide are dissolved in 6 ml of methanol. 0.1 N HCl(aq) is then added, and the mixture is stirred at room temperature overnight. The mixture is then neutralized with 1 N aqueous sodium hydroxide solution and concentrated using a rotary evaporator. The residue is stirred with dichloromethane and filtered and the mother liquor is ... Starting materials: COC(=O)Cc1ccc(C(O)(C#N)c2ccccc2)n1C, CC1CCCCC1, Cc1ccccc1C. The product is COC(=O)Cc1ccc(C(=O)c2ccccc2)n1C. Reaction SMILES: [C:1](#[N:2])[C:3]([c:4]1[cH:5][cH:6][c:7]([CH2:10][C:11](=[O:12])[O:13][CH3:14])[n:8]1[CH3:9])([c:15]1[cH:16][cH:17][cH:18][cH:19][cH:20]1)[OH:21].[CH3:22][CH:23]1[CH2:24][CH2:25][CH2:26][CH2:27][CH2:28]1.[c:29]1([CH3:30])[c:31]([CH3:32])[cH:33][cH:34][cH:35][cH:36]1>>[C:3]([c:4]1[cH:5][cH:6][c:7]([CH2:10][C:11](=[O:12])[O:13][CH3:14])[n:8]1[CH3:9])([c:15]1[cH:16][cH:17][cH:18][cH:19][cH:20]1)=[O:21]. Reactants: [OH-].[Na+] (sodium hydroxide), C(CCC)OCCOC1=CC=C(C=C1)C=1C=CC2=C(C=C(CCCN2)C(=O)OC)C1 (methyl 8-(4-(2-butoxyethoxy)phenyl)-1,2,3,4-terahydro-1-benzoazocine-5-carboxylate), BrCC(=C)C (3-bromo-2-methylpropene), [I-].[Na+] (sodium iodide). Solvent: CN(C)C=O (DMF), CN(C)C=O (DMF), [Cl-].[Na+].O (brine), O (water). Run at time 1 hour. The product is C(CCC)OCCOC1=CC=C(C=C1)C=1C=CC2=C(C=C(CCCN2CC(=C)C)C(=O)OC)C1 (methyl 8-(4-(2-butoxyethoxy)phenyl)-1-(2-methyl-2-propen-1-yl)-1,2,3,4-tetrahydro-1-benzoazocine-5-carboxylate). RXN SMILES: [OH-].[Na+].[CH2:3]([O:7][CH2:8][CH2:9][O:10][C:11]1[CH:16]=[CH:15][C:14]([C:17]2[CH:18]=[CH:19][C:20]3[NH:27][CH2:26][CH2:25][CH2:24][C:23]([C:28]([O:30][CH3:31])=[O:29])=[CH:22][C:21]=3[CH:32]=2)=[CH:13][CH:12]=1)[CH2:4][CH2:5][CH3:6].Br[CH2:34][C:35]([CH3:37])=[CH2:36].[I-].[Na+]>CN(C=O)C.[Cl-].[Na+].O.O>[CH2:3]([O:7][CH2:8][CH2:9][O:10][C:11]1[CH:12]=[CH:13][C:14]([C:17]2[CH:18]=[CH:19][C:20]3[N:27]([CH2:36][C:35]([CH3:37])=[CH2:34])[CH2:26][CH2:25][CH2:24][C:23]([C:28]([O:30][CH3:31])=[O:29])=[CH:22][C:21]=3[CH:32]=2)=[CH:15][CH:16]=1)[CH2:4][CH2:5][CH3:6] |f:0.1,4.5,7.8.9|. Reported procedure: To a solution of sodium hydroxide (530 mg) in DMF (10 ml) was added dropwise a solution of methyl 8-(4-(2-butoxyethoxy)phenyl)-1,2,3,4-terahydro-1-benzoazocine-5-carboxylate (1.8 g) in DMF (20 ml) at 0° C. under nitrogen atmosphere. After returning to room temperature and stirring for 1 hour, 3-bromo-2-methylpropene (1.33 ml) and sodium iodide (1.98 g) were added, and the mixture was stirred at 100° C. overnight. After returning to room temperature, water and saturated brine were added and the r... Starting materials: Ic1cccnc1, c1ccc2[nH]ccc2c1. Yields the product c1cncc(-n2ccc3ccccc32)c1. RXN SMILES: [I:1][c:2]1[cH:3][n:4][cH:5][cH:6][cH:7]1.[cH:8]1[cH:9][cH:10][c:11]2[nH:12][cH:13][cH:14][c:15]2[cH:16]1>>[c:2]1(-[n:12]2[c:11]3[cH:10][cH:9][cH:8][cH:16][c:15]3[cH:14][cH:13]2)[cH:3][n:4][cH:5][cH:6][cH:7]1. Starting materials: COC(=O)c1cccc([N+](=O)[O-])c1C(=O)OC, Cl, Cl[Sn]Cl. Product: COC(=O)c1cccc(N)c1C(=O)OC. As a reaction SMILES: [CH3:1][O:2][C:3]([c:4]1[c:5]([C:6](=[O:7])[O:8][CH3:9])[c:10]([N+:14]([O-:15])=[O:16])[cH:11][cH:12][cH:13]1)=[O:17].[ClH:21].[Sn:18]([Cl:19])[Cl:20]>>[CH3:1][O:2][C:3]([c:4]1[c:5]([C:6](=[O:7])[O:8][CH3:9])[c:10]([NH2:14])[cH:11][cH:12][cH:13]1)=[O:17].